Dataset: the Open Reaction Database (ORD), a public repository of structured organic reaction records. Task: describe an organic reaction: reactants, conditions, products, and yield The reactants are O=C(O)C=Cc1cccc([N+](=O)[O-])c1, CNC(=O)CCC(C(=O)NCCc1ccc(O)c(O)c1)N(C(=O)OCC1c2ccccc2-c2ccccc21)C(c1ccccc1)(c1ccccc1)c1ccccc1. The product is CNC(=O)CCC(C(=O)NCCc1ccc(O)c(O)c1)N(C(=O)C=Cc1cccc([N+](=O)[O-])c1)C(c1ccccc1)(c1ccccc1)c1ccccc1. As a reaction SMILES: [OH:58][C:59](=[O:60])[CH:61]=[CH:62][c:63]1[cH:64][cH:65][cH:66][c:67]([N+:69]([O-:70])=[O:71])[cH:68]1.[cH:1]1[c:2]2[c:14]([cH:15][cH:16][cH:17]1)-[c:9]1[c:8]([cH:13][cH:12][cH:11][cH:10]1)[CH:3]2[CH2:4][O:5][C:6](=[O:7])[N:18]([CH:19]([CH2:20][CH2:21][C:22]([NH:23][CH3:24])=[O:25])[C:26](=[O:27])[NH:28][CH2:29][CH2:30][c:31]1[cH:32][c:33]([OH:34])[c:35]([OH:36])[cH:37][cH:38]1)[C:39]([c:40]1[cH:41][cH:42][cH:43][cH:44][cH:45]1)([c:46]1[cH:47][cH:48][cH:49][cH:50][cH:51]1)[c:52]1[cH:53][cH:54][cH:55][cH:56][cH:57]1>>[N:18]([CH:19]([CH2:20][CH2:21][C:22]([NH:23][CH3:24])=[O:25])[C:26](=[O:27])[NH:28][CH2:29][CH2:30][c:31]1[cH:32][c:33]([OH:34])[c:35]([OH:36])[cH:37][cH:38]1)([C:39]([c:40]1[cH:41][cH:42][cH:43][cH:44][cH:45]1)([c:46]1[cH:47][cH:48][cH:49][cH:50][cH:51]1)[c:52]1[cH:53][cH:54][cH:55][cH:56][cH:57]1)[C:59](=[O:60])[CH:61]=[CH:62][c:63]1[cH:64][cH:65][cH:66][c:67]([N+:69]([O-:70])=[O:71])[cH:68]1. Starting materials: C(C=C)(=O)N (Acrylamide), C(=C)S(=O)(=O)[O-].[Na+] (sodium vinyl sulfonate), solution, C(CCCCCCC)NC(C=C)=O (N-octylacrylamide), S(=O)(=O)(OCCCCCCCCCCCC)[O-].[Na+] (sodium dodecyl sulfate), S(=O)(=O)([O-])OOS(=O)(=O)[O-].[K+].[K+] (potassium persulfate). The solvent is O (water), CO (methanol), CO (methanol), O (water), O (water). Run at time 17 hour. Product: C(CCCCCCC)NC(C=C)=O.C(C=C)(=O)N.C(=C)S(=O)(=O)[O-] (N-Octylacrylamide Acrylamide Vinyl Sulfonate). As a reaction SMILES: [C:1]([NH2:5])(=[O:4])[CH:2]=[CH2:3].[CH:6]([S:8]([O-:11])(=[O:10])=[O:9])=[CH2:7].[Na+].[CH2:13]([NH:21][C:22](=[O:25])[CH:23]=[CH2:24])[CH2:14][CH2:15][CH2:16][CH2:17][CH2:18][CH2:19][CH3:20].S([O-])(OCCCCCCCCCCCC)(=O)=O.[Na+].S(OOS([O-])(=O)=O)([O-])(=O)=O.[K+].[K+]>O.CO>[CH2:13]([NH:21][C:22](=[O:25])[CH:23]=[CH2:24])[CH2:14][CH2:15][CH2:16][CH2:17][CH2:18][CH2:19][CH3:20].[C:1]([NH2:5])(=[O:4])[CH:2]=[CH2:3].[CH:6]([S:8]([O-:11])(=[O:10])=[O:9])=[CH2:7] |f:1.2,4.5,6.7.8,11.12.13|. Reported procedure: A one liter Morton style resin kettle, fitted with a chilled water condenser, thermometer, nitrogen sparger and mechanical stirrer was charged with 500 ml of purified water. The water was refluxed for 1 hour with a nitrogen purge and then cooled to room temperature. Acrylamide, 9.886 g (0.14 mole), 4.81 g (0.37 mole) of sodium vinyl sulfonate as a 25% solution in water, 0.33 g (0.002 mole) of N-octylacrylamide and 15 g of sodium dodecyl sulfate (SDS) were charged into the flask. The reaction sol... Starting materials: COC(=O)CO, C1CCOC1, CCOCC, C=COCC. Yields the product CCOC(C)OCC(=O)OC. As a reaction SMILES: [C:1]([CH2:2][OH:3])(=[O:4])[O:5][CH3:6].[CH2:12]1[O:13][CH2:14][CH2:15][CH2:16]1.[CH2:17]([O:18][CH2:19][CH3:20])[CH3:21].[CH2:7]([CH3:8])[O:9][CH:10]=[CH2:11]>>[C:1]([CH2:2][O:3][CH:10]([O:9][CH2:7][CH3:8])[CH3:11])(=[O:4])[O:5][CH3:6].